This data is from the Open Reaction Database (ORD), a public repository of structured organic reaction records. The task is: describe an organic reaction: reactants, conditions, products, and yield Starting materials: ClC=1C=C2C=CC(=[N+](C2=CC1)[O-])C (6-Chloro-2-methylquinoline N-oxide), C1(=CC=C(C=C1)S(=O)(=O)Cl)C (p-toluenesulfonyl chloride), CCCCCC.C(C)(=O)OCC (hexane ethyl acetate). Solvent: ClC(C)Cl (dichloroethane). Run at temperature 100 celsius. Yields the product ClC=1C=C2C=CC(=NC2=CC1)CCl (6-Chloro-2-chloromethylquinoline). The yield is 54.1%. Reaction SMILES: [Cl:1][C:2]1[CH:3]=[C:4]2[C:9](=[CH:10][CH:11]=1)[N+:8]([O-])=[C:7]([CH3:13])[CH:6]=[CH:5]2.C1(C)C=CC(S([Cl:23])(=O)=O)=CC=1.CCCCCC.C(OCC)(=O)C>ClC(Cl)C>[Cl:1][C:2]1[CH:3]=[C:4]2[C:9](=[CH:10][CH:11]=1)[N:8]=[C:7]([CH2:13][Cl:23])[CH:6]=[CH:5]2 |f:2.3|. Procedure details: 6-Chloro-2-methylquinoline N-oxide (1.73 g, 8.1 mmol) was added to a stirring solution of p-toluenesulfonyl chloride (1.7 g, 8.96 mmol) in dichloroethane (80 mL). The reaction mixture was heated to 100° C. overnight under N2, cooled and concentrated, partitioned between 10% K2CO3 /ethyl acetate, dried over MgSO4, and evaporated under reduced pressure to afford a solid. The crude solid was purifed by flash chromatography (4:1 hexane/ethyl acetate) to afford 0.93 g (52%) of pure product as an off ... Reactants: ClC(C(CC(=C)C)O)(Cl)Cl (1,1,1-trichloro-2-hydroxy-4-methyl-4-pentene), C(C)(=O)OC(C)=O (acetic anhydride), O (water). Run in N1=CC=CC=C1 (pyridine). The product is ClC(C(CC(=C)C)OC(C)=O)(Cl)Cl (1,1,1-trichloro-2-acetoxy-4-methyl-4-pentene). Yield: 91.0%. Reaction SMILES: [Cl:1][C:2]([Cl:10])([Cl:9])[CH:3]([OH:8])[CH2:4][C:5]([CH3:7])=[CH2:6].[C:11](OC(=O)C)(=[O:13])[CH3:12].O>N1C=CC=CC=1>[Cl:1][C:2]([Cl:10])([Cl:9])[CH:3]([O:8][C:11](=[O:13])[CH3:12])[CH2:4][C:5]([CH3:7])=[CH2:6]. Reported procedure: A solution of 1,1,1-trichloro-2-hydroxy-4-methyl-4-pentene (65 g) in pyridine (100 ml) was heated with acetic anhydride (65 ml) at 100° C. for 3 hours. The reaction mixture was poured into water (600 ml) and the resulting solution extracted with ether (3×200 ml). The combined other phases were dried over MgSO4 and the ether was evaporated. Distillation and re-distillation yielded 71.4 g (91%) of 1,1,1-trichloro-2-acetoxy-4-methyl-4-pentene. B.p. 92°-96° C./11 mm Hg.